Dataset: the Open Reaction Database (ORD), a public repository of structured organic reaction records. Task: describe an organic reaction: reactants, conditions, products, and yield Starting materials: C[S+](C)C, ClCCl, O=Cc1ccccc1Cl, [I-], [Na+], [OH-]. Product: Clc1ccccc1C1CO1. Reaction SMILES: [CH3:11][S+:12]([CH3:13])[CH3:14].[Cl:17][CH2:18][Cl:19].[Cl:1][c:2]1[c:3]([CH:4]=[O:5])[cH:6][cH:7][cH:8][cH:9]1.[I-:10].[Na+:16].[OH-:15]>>[Cl:1][c:2]1[c:3]([CH:4]2[O:5][CH2:11]2)[cH:6][cH:7][cH:8][cH:9]1.